Dataset: the Open Reaction Database (ORD), a public repository of structured organic reaction records. Task: describe an organic reaction: reactants, conditions, products, and yield Starting materials: N[C@H](C(=O)OC(C)(C)C)CC(C)C ((S)-tert-Butyl 2-amino-4-methylpentanoate), C([O-])([O-])=O.[K+].[K+] (potassium carbonate), BrCCOCCBr (1-bromo-2-(2-bromoethoxy)ethane). Solvent: C(C)#N (acetonitrile). Conditions: temperature 80 celsius. Product: CC(C[C@@H](C(=O)OC(C)(C)C)N1CCOCC1)C ((S)-tert-butyl 4-methyl-2-morpholinopentanoate). Reaction SMILES: [NH2:1][C@@H:2]([CH2:10][CH:11]([CH3:13])[CH3:12])[C:3]([O:5][C:6]([CH3:9])([CH3:8])[CH3:7])=[O:4].C(=O)([O-])[O-].[K+].[K+].Br[CH2:21][CH2:22][O:23][CH2:24][CH2:25]Br>C(#N)C>[CH3:12][CH:11]([CH3:13])[CH2:10][C@H:2]([N:1]1[CH2:25][CH2:24][O:23][CH2:22][CH2:21]1)[C:3]([O:5][C:6]([CH3:7])([CH3:8])[CH3:9])=[O:4] |f:1.2.3|. Procedure: (S)-tert-Butyl 2-amino-4-methylpentanoate (1.0042 g, 5.36 mmol), potassium carbonate (2.446 g, 17.69 mmol), and 1-bromo-2-(2-bromoethoxy)ethane (1.368 g, 5.90 mmol) were combined in acetonitrile (30 mL). The reaction was heated at 80° C. overnight. The reaction was cooled and filtered and the solvent removed in vacuo. The crude material was purified by silica gel chromatography using 5-50% ethyl acetate/hexanes to give (S)-tert-butyl 4-methyl-2-morpholinopentanoate: 1H NMR (300 MHz, CDCl3) δ ppm... Reactants: CCCC1SCC(C(=O)OC)C1=O, Cl, NO, c1ccncc1. The product is CCCC1SCC(C(=O)OC)C1=NO. As a reaction SMILES: [C:1](=[O:2])([O:3][CH3:4])[CH:5]1[C:6](=[O:13])[CH:7]([CH2:10][CH2:11][CH3:12])[S:8][CH2:9]1.[ClH:14].[NH2:15][OH:16].[cH:17]1[cH:18][cH:19][n:20][cH:21][cH:22]1>>[C:1](=[O:2])([O:3][CH3:4])[CH:5]1[C:6](=[N:15][OH:16])[CH:7]([CH2:10][CH2:11][CH3:12])[S:8][CH2:9]1.